Dataset: the Open Reaction Database (ORD), a public repository of structured organic reaction records. Task: describe an organic reaction: reactants, conditions, products, and yield The reactants are CC(C)(C)OC(=O)OC(C)(C)C, ClC(Cl)Cl, NCCOCCO. Product: CC(C)(C)OC(=O)C(N)COCCO. Reaction SMILES: [C:1]([O:2][C:6]([O:7][C:8]([CH3:9])([CH3:10])[CH3:11])=[O:12])([CH3:3])([CH3:4])[CH3:5].[CH:20]([Cl:21])([Cl:22])[Cl:23].[NH2:13][CH2:14][CH2:15][O:16][CH2:17][CH2:18][OH:19]>>[C:6]([O:7][C:8]([CH3:9])([CH3:10])[CH3:11])(=[O:12])[CH:14]([NH2:13])[CH2:15][O:16][CH2:17][CH2:18][OH:19]. Reactants: C(C)(C)(C)OC(=O)N1[C@@H](C[C@H](C1)F)C(NC1=CC(=C(C=C1)C(=O)OC)Br)=O ((2S,4R)-2-(3-bromo-4-methoxycarbonyl-phenylcarbamoyl)-4-fluoro-pyrrolidine-1-carboxylic acid tert-butyl ester), [OH-].[Na+] (NaOH). The solvent is CO (MeOH). Run at time 20 hour. The product is C(C)(C)(C)OC(=O)N1[C@@H](C[C@H](C1)F)C(NC1=CC(=C(C=C1)C(=O)O)Br)=O ((2S,4R)-2-(3-Bromo-4-carboxy-phenylcarbamoyl)-4-fluoro-pyrrolidine-1-carboxylic acid tert-butyl ester). RXN SMILES: [C:1]([O:5][C:6]([N:8]1[CH2:12][C@H:11]([F:13])[CH2:10][C@H:9]1[C:14](=[O:27])[NH:15][C:16]1[CH:21]=[CH:20][C:19]([C:22]([O:24]C)=[O:23])=[C:18]([Br:26])[CH:17]=1)=[O:7])([CH3:4])([CH3:3])[CH3:2].[OH-].[Na+]>CO>[C:1]([O:5][C:6]([N:8]1[CH2:12][C@H:11]([F:13])[CH2:10][C@H:9]1[C:14](=[O:27])[NH:15][C:16]1[CH:21]=[CH:20][C:19]([C:22]([OH:24])=[O:23])=[C:18]([Br:26])[CH:17]=1)=[O:7])([CH3:4])([CH3:2])[CH3:3] |f:1.2|. Procedure: To a solution of (2S,4R)-2-(3-bromo-4-methoxycarbonyl-phenylcarbamoyl)-4-fluoro-pyrrolidine-1-carboxylic acid tert-butyl ester (400 mg, 0.898 mmol) in MeOH (9 mL) was added a 2N aqueous NaOH solution (1.78 mL, 3.59 mmol). The reaction mixture was stirred at RT for 20 h and then evaporated under reduced pressure. The residue was taken up in water and the aqueous phase was acidified (pH 2 to 3) by adding 0.1N aqueous HCl. The resulting suspension was extracted with EtOAc (4×) and the combined orga... Reactants: C(C(=O)O)(=O)O (oxalic acid), O[C@@H]1CN(CC[C@H]1OC1=CC=CC=C1)C(=O)OCC1=CC=CC=C1 (trans-3-hydroxy-4-phenoxy-1-carbobenzyloxy-piperidine), N1=CC=CC=C1 (pyridine), FC(C(=O)O)(F)F (trifluoroacetic acid). The solvent is CO (methanol), CS(=O)C (dimethylsulphoxide), O (water). Run at time 4 hour. Yields the product O(C1=CC=CC=C1)C1C(CN(CC1)C(=O)OCC1=CC=CC=C1)=O (4-Phenoxy-1-carbobenzyloxy-3-piperidone). Reaction SMILES: [OH:1][C@H:2]1[C@H:7]([O:8][C:9]2[CH:14]=[CH:13][CH:12]=[CH:11][CH:10]=2)[CH2:6][CH2:5][N:4]([C:15]([O:17][CH2:18][C:19]2[CH:24]=[CH:23][CH:22]=[CH:21][CH:20]=2)=[O:16])[CH2:3]1.N1C=CC=CC=1.FC(F)(F)C(O)=O.C(O)(=O)C(O)=O>CS(C)=O.CO.O>[O:8]([CH:7]1[CH2:6][CH2:5][N:4]([C:15]([O:17][CH2:18][C:19]2[CH:20]=[CH:21][CH:22]=[CH:23][CH:24]=2)=[O:16])[CH2:3][C:2]1=[O:1])[C:9]1[CH:10]=[CH:11][CH:12]=[CH:13][CH:14]=1. Reported procedure: 15.0 g (0.045 mol) of the trans-3-hydroxy-4-phenoxy-1-carbobenzyloxy-piperidine described in Example 14 are dissolved, together with 28.34 g (0.13 mol) of dicyclolohexylcarbodiimide and 3.7 ml (0.045 mol) of pyridine, in 80 ml of dry dimethylsulphoxide. The mixture is cooled to 0° with an ice-water bath and treated with 2.6 g (0.023 mol) of trifluoroacetic acid. The cooling bath is removed again and the reaction mixture is stirred for a further 4 hours at room temperature in a nitrogen atmospher... The reactants are O=C(O)C(F)(F)F, CN1CCOc2cc(C3C(=O)N(CC4CCCO4)c4ccccc43)c(O)cc21, COc1cc(O)c(C2C(=O)N(C(c3ccccc3)c3ccccc3)c3ccccc32)cc1C. Product: CN1CCOc2cc3c(cc21)OCC31C(=O)N(CC2CCCO2)c2ccccc21. As a reaction SMILES: [F:1][C:2]([F:3])([F:4])[C:5]([OH:6])=[O:7].[OH:8][c:9]1[c:10]([CH:20]2[C:21](=[O:35])[N:22]([CH2:29][CH:30]3[O:31][CH2:32][CH2:33][CH2:34]3)[c:23]3[cH:24][cH:25][cH:26][cH:27][c:28]32)[cH:11][c:12]2[c:13]([cH:19]1)[N:14]([CH3:18])[CH2:15][CH2:16][O:17]2.[c:36]1([CH:37]([c:38]2[cH:39][cH:40][cH:41][cH:42][cH:43]2)[N:44]2[c:45]3[c:46]([cH:47][cH:48][cH:49][cH:50]3)[CH:51]([c:52]3[cH:53][c:54]([CH3:55])[c:56]([O:57][CH3:58])[cH:59][c:60]3[OH:61])[C:62]2=[O:63])[cH:64][cH:65][cH:66][cH:67][cH:68]1>>[CH2:2]1[O:8][c:9]2[c:10]([cH:11][c:12]3[c:13]([cH:19]2)[N:14]([CH3:18])[CH2:15][CH2:16][O:17]3)[C:20]12[C:21](=[O:35])[N:22]([CH2:29][CH:30]1[O:31][CH2:32][CH2:33][CH2:34]1)[c:23]1[cH:24][cH:25][cH:26][cH:27][c:28]12. Reactants: FC1=CC=C(OC2=CC=C(C=C2)C2=NNC=C2)C=C1 (3-[4-(4-fluorophenoxy)phenyl]-1H-pyrazole), [H-].[Na+] (NaH), ClC1=NC=CC=N1 (2-chloropyrimidine). Solvent: C1CCOC1 (THF). Conditions: time 20 minute. The product is FC1=CC=C(OC2=CC=C(C=C2)C2=NN(C=C2)C2=NC=CC=N2)C=C1 (2-{3-[4-(4-Fluorophenoxy)phenyl]-pyrazol-1-yl}-pyrimidine). Yield: 81.7%. RXN SMILES: [F:1][C:2]1[CH:19]=[CH:18][C:5]([O:6][C:7]2[CH:12]=[CH:11][C:10]([C:13]3[CH:17]=[CH:16][NH:15][N:14]=3)=[CH:9][CH:8]=2)=[CH:4][CH:3]=1.[H-].[Na+].Cl[C:23]1[N:28]=[CH:27][CH:26]=[CH:25][N:24]=1>C1COCC1>[F:1][C:2]1[CH:19]=[CH:18][C:5]([O:6][C:7]2[CH:8]=[CH:9][C:10]([C:13]3[CH:17]=[CH:16][N:15]([C:23]4[N:28]=[CH:27][CH:26]=[CH:25][N:24]=4)[N:14]=3)=[CH:11][CH:12]=2)=[CH:4][CH:3]=1 |f:1.2|. Procedure details: To a solution of 3-[4-(4-fluorophenoxy)phenyl]-1H-pyrazole (930 mg, 3.66 mmol) in 15 mL of dry THF was slowly added 240 mg (6.00 mmol) of NaH. After stirring at room temperature for 20 minutes, 500 mg (4.15 mmol) of 2-chloropyrimidine was added in one portion. The reaction was allowed to stir overnight at room temperature and concentrated to dryness. The residue was dissolved in CHCl3 and subjected to flash chromatography. Elution with 3:2 hexane/EtOAc gave 994 mg of the title compound as a soli... Procedure: A mixture of (±)-ethyl (4-amino-2-oxo-2,3-dihydro-1H-indol-3-yl)acetate from Step B (2.40 g, 10.2 mmol), p-toluenesulfonic acid (195 mg, 1.03 mmol) and AcOH (1 mL) was heated in xylenes (10 mL) at reflux for 24 h, then concentrated to dryness under reduced pressure. The crude product was partially purified by silica gel chromatography, eluting with a gradient of CH2Cl2:MeOH:NH4OH—100:0:0 to 90:9:1, to give a crude sample of the title compound. Further purification was achieved by trituration wit... The solvent is CC(=O)O (AcOH), xylenes. Reaction SMILES: [NH2:1][C:2]1[CH:10]=[CH:9][CH:8]=[C:7]2[C:3]=1[CH:4]([CH2:12][C:13]([O:15]CC)=O)[C:5](=[O:11])[NH:6]2.C1(C)C=CC(S(O)(=O)=O)=CC=1>CC(O)=O>[NH4+:1].[OH-:11].[NH:6]1[C:7]2[C:3]3[CH:4]([CH2:12][C:13](=[O:15])[NH:1][C:2]=3[CH:10]=[CH:9][CH:8]=2)[C:5]1=[O:11] |f:3.4|. Reactants: NC1=C2C(C(NC2=CC=C1)=O)CC(=O)OCC ((±)-Ethyl (4-amino-2-oxo-2,3-dihydro-1H-indol-3-yl)acetate), C1(=CC=C(C=C1)S(=O)(=O)O)C (p-toluenesulfonic acid). Yields the product [NH4+].[OH-] (NH4OH), N1C(C2CC(NC=3C=CC=C1C23)=O)=O ((±)-2a,5-Dihydropyrrolo[4,3,2-de]quinoline-2,4(1H,3H)-dione). Starting materials: BrCc1ccccc1, O=C([O-])[O-], [K+], [K+], CN(C)C=O, O, O=CC1=Cc2cc(O)ccc2OC1. Yields the product O=CC1=Cc2cc(OCc3ccccc3)ccc2OC1. RXN SMILES: [Br:20][CH2:21][c:22]1[cH:23][cH:24][cH:25][cH:26][cH:27]1.[C:14](=[O:15])([O-:16])[O-:17].[K+:18].[K+:19].[O:29]=[CH:30][N:31]([CH3:32])[CH3:33].[OH2:28].[OH:1][c:2]1[cH:3][cH:4][c:5]2[c:6]([cH:13]1)[CH:7]=[C:8]([CH:11]=[O:12])[CH2:9][O:10]2>>[O:1]([c:2]1[cH:3][cH:4][c:5]2[c:6]([cH:13]1)[CH:7]=[C:8]([CH:11]=[O:12])[CH2:9][O:10]2)[CH2:21][c:22]1[cH:23][cH:24][cH:25][cH:26][cH:27]1. The solvent is C1CCOC1 (THF). Reaction conditions: time 1 hour. Starting materials: CC(C)([O-])C.[K+] (Potassium tert-butoxide), N1C(CC2=CC=CC=C12)=O (oxindole), BrCCOC1OCCCC1 (2-(2-bromoethoxy)tetrahydro-2H-pyran). The product is O1C(CCCC1)OCCC1(C(NC2=CC=CC=C12)=O)CCOC1OCCCC1 (3,3-Bis[2-(tetrahydro-2H-pyran-2-yloxy)ethyl]-1,3-dihydro-2H-indol-2-one). Reaction SMILES: C[C:2]([CH3:5])([O-:4])C.[K+].[NH:7]1[C:15]2[C:10](=[CH:11][CH:12]=[CH:13][CH:14]=2)[CH2:9][C:8]1=[O:16].Br[CH2:18][CH2:19][O:20][CH:21]1[CH2:26][CH2:25][CH2:24][CH2:23][O:22]1>C1COCC1>[O:22]1[CH2:23][CH2:24][CH2:25][CH2:26][CH:21]1[O:20][CH2:19][CH2:18][C:9]1([CH2:18][CH2:19][O:20][CH:21]2[CH2:26][CH2:25][CH2:5][CH2:2][O:4]2)[C:10]2[C:15](=[CH:14][CH:13]=[CH:12][CH:11]=2)[NH:7][C:8]1=[O:16] |f:0.1|. Reported procedure: Potassium tert-butoxide (10.1 g, 90.1 mmol) was added to a solution of oxindole (3.00 g, 22.5 mmol) in THF (50 mL) at −75° C. and the mixture was allowed to warm to ambient temperature. After 1 h, the reaction was cooled to −75° C. and 2-(2-bromoethoxy)tetrahydro-2H-pyran (7.15 mL, 47.3 mmol) was added dropwise over 10 min. After 18 h, the mixture was partitioned between EtOAc (100 mL) and H2O (100 mL). The layers were separated and the aqueous layer was further extracted with EtOAc (2×50 mL). T... Reactants: ClC(=C(Cl)Cl)C=1C=CC(=NC1)C(=O)O (5-trichlorovinyl pyridine-2-carboxylic acid), S(=O)(Cl)Cl (thionyl chloride). Product: ClC(=C(Cl)Cl)C=1C=CC(=NC1)C(=O)Cl (5-Trichlorovinyl pyridine-2-carboxylic acid chloride). Reaction SMILES: [Cl:1][C:2]([C:6]1[CH:7]=[CH:8][C:9]([C:12]([OH:14])=O)=[N:10][CH:11]=1)=[C:3]([Cl:5])[Cl:4].S(Cl)([Cl:17])=O>>[Cl:1][C:2]([C:6]1[CH:7]=[CH:8][C:9]([C:12]([Cl:17])=[O:14])=[N:10][CH:11]=1)=[C:3]([Cl:5])[Cl:4]. Procedure: The above reaction is repeated on 12.3 g. of 5-trichlorovinyl pyridine-2-carboxylic acid and 145 ml. of thionyl chloride affording a tan solid with a m.p. 89°-90° C. The crude 5-trichlorovinyl pyridine-2-carboxylic acid chloride are used without further purification in subsequent steps. The reactants are c1ccc(COc2nn(CCOC3CCCCO3)cc2-c2ccccc2)cc1, CCO, Cl. The product is OCCn1cc(-c2ccccc2)c(OCc2ccccc2)n1. RXN SMILES: [CH2:2]([c:3]1[cH:4][cH:5][cH:6][cH:7][cH:8]1)[O:9][c:10]1[n:11][n:12]([CH2:21][CH2:22][O:23][CH:24]2[CH2:25][CH2:26][CH2:27][CH2:28][O:29]2)[cH:13][c:14]1-[c:15]1[cH:16][cH:17][cH:18][cH:19][cH:20]1.[CH3:30][CH2:31][OH:32].[ClH:1]>>[CH2:2]([c:3]1[cH:4][cH:5][cH:6][cH:7][cH:8]1)[O:9][c:10]1[n:11][n:12]([CH2:21][CH2:22][OH:23])[cH:13][c:14]1-[c:15]1[cH:16][cH:17][cH:18][cH:19][cH:20]1.